describe an organic reaction: reactants, conditions, products, and yield From a dataset of the Open Reaction Database (ORD), a public repository of structured organic reaction records. Reactants: FC1=CC2=C(N=C(S2)COS(=O)(=O)C)C=C1 (6-fluoro-2-methanesulfonyloxymethylbenzothiazole), [Cl-].[NH4+] (ammonium chloride), [H-].[Na+] (sodium hydride), of4-acetamidophenol. Run in CN(C=O)C (dimethylformamide), CN(C=O)C (dimethylformamide). Reaction conditions: time 3 minute. Product: FC1=CC2=C(N=C(S2)COC2=CC=C(C=C2)NC(C)=O)C=C1 (N-[4-(6-Fluorobenzothiazol-2-ylmethoxy)phenyl]acetamide). Yield: 28.0%. RXN SMILES: [H-].[Na+].[F:3][C:4]1[CH:18]=[CH:17][C:7]2[N:8]=[C:9]([CH2:11][O:12]S(C)(=O)=O)[S:10][C:6]=2[CH:5]=1.[Cl-].[NH4+:20]>CN(C)C=O>[F:3][C:4]1[CH:18]=[CH:17][C:7]2[N:8]=[C:9]([CH2:11][O:12][C:4]3[CH:18]=[CH:17][C:7]([NH:20][C:11](=[O:12])[CH3:9])=[CH:6][CH:5]=3)[S:10][C:6]=2[CH:5]=1 |f:0.1,3.4|. Reported procedure: 18.8 mg of sodium hydride (as a 60% w/w dispersion in mineral oil) were added to a solution of 64.6 mg of4-acetamidophenol in 1.3 ml of dimethylformamide cooled in an ice-water bath, and the resulting mixture stirred at the same temperature for 3 minutes. A solution of 122.8 mg of 6-fluoro-2-methanesulfonyloxymethylbenzothiazole [prepared as described in step (c) above] in 0.4 ml of dimethylformamide was then added to the reaction mixture. The temperature of the resulting mixture was then elevat... The reactants are CC(C)C(=O)Cl, O=C(CSCCO)NCC=CCOc1cc(CN2CCCCC2)ccn1. Yields the product CC(C)C(=O)OCCSCC(=O)NCC=CCOc1cc(CN2CCCCC2)ccn1. As a reaction SMILES: [CH3:27][CH:28]([C:29](=[O:30])[Cl:31])[CH3:32].[N:1]1([CH2:7][c:8]2[cH:9][c:10]([O:14][CH2:15][CH:16]=[CH:17][CH2:18][NH:19][C:20]([CH2:21][S:22][CH2:23][CH2:24][OH:25])=[O:26])[n:11][cH:12][cH:13]2)[CH2:2][CH2:3][CH2:4][CH2:5][CH2:6]1>>[N:1]1([CH2:7][c:8]2[cH:9][c:10]([O:14][CH2:15][CH:16]=[CH:17][CH2:18][NH:19][C:20]([CH2:21][S:22][CH2:23][CH2:24][O:25][C:29]([CH:28]([CH3:27])[CH3:32])=[O:30])=[O:26])[n:11][cH:12][cH:13]2)[CH2:2][CH2:3][CH2:4][CH2:5][CH2:6]1. Reactants: Cc1ccc(S(=O)(=O)OC(C)Cc2ccc(-c3ccnc(NC4CC(C)(C)NC(C)(C)C4)n3)cc2)cc1, [N-]=[N+]=[N-], [Na+], CN(C)C=O. Product: CC(Cc1ccc(-c2ccnc(NC3CC(C)(C)NC(C)(C)C3)n2)cc1)N=[N+]=[N-]. RXN SMILES: [CH3:1][CH:2]([CH2:3][c:4]1[cH:5][cH:6][c:7](-[c:10]2[n:11][c:12]([NH:16][CH:17]3[CH2:18][C:19]([CH3:25])([CH3:26])[NH:20][C:21]([CH3:23])([CH3:24])[CH2:22]3)[n:13][cH:14][cH:15]2)[cH:8][cH:9]1)[O:27][S:28]([c:29]1[cH:30][cH:31][c:32]([CH3:33])[cH:34][cH:35]1)(=[O:36])=[O:37].[N-:39]=[N+:40]=[N-:41].[Na+:38].[O:42]=[CH:43][N:44]([CH3:45])[CH3:46]>>[CH3:1][CH:2]([CH2:3][c:4]1[cH:5][cH:6][c:7](-[c:10]2[n:11][c:12]([NH:16][CH:17]3[CH2:18][C:19]([CH3:25])([CH3:26])[NH:20][C:21]([CH3:23])([CH3:24])[CH2:22]3)[n:13][cH:14][cH:15]2)[cH:8][cH:9]1)[N:39]=[N+:40]=[N-:41]. Starting materials: SCC(=O)C1=CC=CC=C1 (2-mercapto-1-phenylethanone), COC1=CC=C(C=C1)C1C(O1)C(=O)N (3-(4-methoxyphenyl)oxiranecarboxamide), C(Cl)Cl.C(C)(=O)OCC (methylene chloride ethyl acetate), 120o. Run in C1(=CC=CC=C1)C (toluene). Product: OC(C(=O)N)C(C1=C(C=CC=C1)C1=CC=C(C=C1)OC)SCC(C1=CC=CC=C1)=O (α-hydroxy-4-methoxyphenyl-β-[ (2-oxo-2-phenylethyl)thio]benzenepropanamide). Reaction SMILES: [SH:1][CH2:2][C:3]([C:5]1[CH:10]=[CH:9][CH:8]=[CH:7][CH:6]=1)=[O:4].CO[C:13]1[CH:18]=[CH:17][C:16]([CH:19]2[O:21][CH:20]2[C:22]([NH2:24])=[O:23])=[CH:15][CH:14]=1.C(Cl)Cl.[C:28]([O:31][CH2:32][CH3:33])(=O)C>C1(C)C=CC=CC=1>[OH:21][CH:20]([CH:19]([S:1][CH2:2][C:3](=[O:4])[C:5]1[CH:10]=[CH:9][CH:8]=[CH:7][CH:6]=1)[C:16]1[CH:15]=[CH:14][CH:13]=[CH:18][C:17]=1[C:3]1[CH:2]=[CH:33][C:32]([O:31][CH3:28])=[CH:6][CH:5]=1)[C:22]([NH2:24])=[O:23] |f:2.3|. Procedure details: To a solution of 8.1 g (0.053 mol) of 2-mercapto-1-phenylethanone in 100 mL of toluene under nitrogen was added 10.2 g (0.053 mol) of 3-(4-methoxyphenyl)oxiranecarboxamide and the mixture was stirred and heated in an oil bath at 120o for 3 hrs. The solvent was removed under reduced pressure to give 18.1 g of crude product, which was dissolved in a minimum amount of a mixture of methylene chloride--ethyl acetate (8:2) and chromatographed using a Waters Prep. LC-system 500 A. Eluted with the same ... Reported procedure: The compound was prepared following the procedure described in making Example 474, using 1-(3-Trifluoromethyl-phenyl)-cyclopropanecarbonyl chloride as the acid chloride of choice, and 4-Amino-3-(4-aminophenyl)furo[2,3-d]pyrimidine (9) as the diamine of choice. MS(ES) m/e 436 [M+H]+. The reactants are FC(C=1C=C(C=CC1)C1(CC1)C(=O)Cl)(F)F (1-(3-Trifluoromethyl-phenyl)-cyclopropanecarbonyl chloride), diamine, acid chloride, NC1=C2C(=NCN1C1=CC=C(C=C1)N)OC=C2 (4-Amino-3-(4-aminophenyl)furo[2,3-d]pyrimidine). Product: NC1=C2C(=NCN1C1=CC=C(C=C1)NC(=O)C1(CC1)C1=CC(=CC=C1)C(F)(F)F)OC=C2 (4-Amino-3-(4-((1-(3-(trifluoromethyl)phenyl)-cyclopropanecarbonyl)amino)phenyl)furo[2,3-d]pyrimidine). RXN SMILES: [F:1][C:2]([F:16])([F:15])[C:3]1[CH:4]=[C:5]([C:9]2([C:12](Cl)=[O:13])[CH2:11][CH2:10]2)[CH:6]=[CH:7][CH:8]=1.[NH2:17][C:18]1[N:23]([C:24]2[CH:29]=[CH:28][C:27]([NH2:30])=[CH:26][CH:25]=2)[CH2:22][N:21]=[C:20]2[O:31][CH:32]=[CH:33][C:19]=12>>[NH2:17][C:18]1[N:23]([C:24]2[CH:25]=[CH:26][C:27]([NH:30][C:12]([C:9]3([C:5]4[CH:6]=[CH:7][CH:8]=[C:3]([C:2]([F:16])([F:15])[F:1])[CH:4]=4)[CH2:11][CH2:10]3)=[O:13])=[CH:28][CH:29]=2)[CH2:22][N:21]=[C:20]2[O:31][CH:32]=[CH:33][C:19]=12. The reactants are CN, O=[N+]([O-])c1ccc(F)cc1F, O. Yields the product CNc1cc(F)ccc1[N+](=O)[O-]. As a reaction SMILES: [CH3:12][NH2:13].[F:1][c:2]1[c:3]([N+:9](=[O:10])[O-:11])[cH:4][cH:5][c:6]([F:8])[cH:7]1.[OH2:14]>>[c:2]1([NH:13][CH3:12])[c:3]([N+:9](=[O:10])[O-:11])[cH:4][cH:5][c:6]([F:8])[cH:7]1. Starting materials: [H-].[Na+] (Sodium hydride), NC1=CC=2C=CC=C(C2C=C1)O (2-Amino-5-naphthol), BrCC=1SC2=C(N1)C=CC=C2 (2-Bromomethylbenzothiazole). The solvent is C(C)OC(C)=O (ethylacetate), CN(C=O)C (dimethylformamide), CN(C=O)C (dimethylformamide). Reaction conditions: time 15 minute. The product is NC1=CC2=CC=CC(=C2C=C1)OCC=1SC2=C(N1)C=CC=C2 (2-amino-5-(Benzothiazol-2-ylmethoxy)-naphthalene). Isolated yield 14.9%. As a reaction SMILES: [H-].[Na+].[NH2:3][C:4]1[CH:13]=[CH:12][C:11]2[C:10]([OH:14])=[CH:9][CH:8]=[CH:7][C:6]=2[CH:5]=1.Br[CH2:16][C:17]1[S:18][C:19]2[CH:25]=[CH:24][CH:23]=[CH:22][C:20]=2[N:21]=1>CN(C)C=O.C(OC(=O)C)C>[NH2:3][C:4]1[CH:13]=[CH:12][C:11]2[C:6](=[CH:7][CH:8]=[CH:9][C:10]=2[O:14][CH2:16][C:17]2[S:18][C:19]3[CH:25]=[CH:24][CH:23]=[CH:22][C:20]=3[N:21]=2)[CH:5]=1 |f:0.1|. Reported procedure: Sodium hydride (1.05 g) is added to a cooled solution of 2-Amino-5-naphthol (4.18 g) in dimethylformamide (100 mL). Stir at room temperature 15 minutes and cool mixture. 2-Bromomethylbenzothiazole (6.00 g) is added and mixture to allowed to warm slowly and stir for 24 hours. Remove dimethylformamide in vacuo. Redilute with ethylacetate and absorb onto silica gel. Chromatograph (ethyl acetate/hexane) to give a brown solid (1.20 g, 15%) which was used directly in the next step., m.p. 141-143° C. 1...